Dataset: the Open Reaction Database (ORD), a public repository of structured organic reaction records. Task: describe an organic reaction: reactants, conditions, products, and yield Starting materials: [Li]CCCC, C1CCOC1, CCCCCC, C[Si](C)(C)N[Si](C)(C)C, CC#N, COc1ccc2c(c1)C(=O)C(C)(C)CC2, O. Product: COc1ccc2c(c1)C(O)(CC#N)C(C)(C)CC2. RXN SMILES: [CH2:16]([Li:17])[CH2:18][CH2:19][CH3:20].[CH2:39]1[O:40][CH2:41][CH2:42][CH2:43]1.[CH3:10][CH2:11][CH2:12][CH2:13][CH2:14][CH3:15].[CH3:1][Si:2]([CH3:3])([CH3:4])[NH:5][Si:6]([CH3:7])([CH3:8])[CH3:9].[CH3:21][C:22]#[N:23].[CH3:24][O:25][c:26]1[cH:27][cH:28][c:29]2[c:34]([cH:35]1)[C:33](=[O:36])[C:32]([CH3:37])([CH3:38])[CH2:31][CH2:30]2.[OH2:44]>>[CH2:21]([C:22]#[N:23])[C:33]1([OH:36])[C:32]([CH3:37])([CH3:38])[CH2:31][CH2:30][c:29]2[cH:28][cH:27][c:26]([O:25][CH3:24])[cH:35][c:34]21. Starting materials: CC(=O)NC(CSc1ccccc1N)C(=O)O, Cc1ccccc1C. The product is CC(=O)NC1CSc2ccccc2NC1=O. RXN SMILES: [C:1]([CH3:2])(=[O:3])[NH:4][CH:5]([CH2:6][S:7][c:8]1[c:9]([NH2:14])[cH:10][cH:11][cH:12][cH:13]1)[C:15](=[O:16])[OH:17].[c:18]1([CH3:19])[c:20]([CH3:21])[cH:22][cH:23][cH:24][cH:25]1>>[C:1]([CH3:2])(=[O:3])[NH:4][CH:5]1[CH2:6][S:7][c:8]2[c:9]([cH:10][cH:11][cH:12][cH:13]2)[NH:14][C:15]1=[O:17]. Reactants: Clc1ccccc1Cl, COc1ccc(-c2nc(N)c(C(=O)O)nc2-c2ccc(=O)n(C(C)C)c2)cc1. The product is COc1ccc(-c2nc(N)cnc2-c2ccc(=O)n(C(C)C)c2)cc1. Reaction SMILES: [Cl:29][c:30]1[cH:31][cH:32][cH:33][cH:34][c:35]1[Cl:36].[NH2:1][c:2]1[c:3]([C:26]([OH:27])=[O:28])[n:4][c:5](-[c:16]2[cH:17][n:18]([CH:23]([CH3:24])[CH3:25])[c:19](=[O:22])[cH:20][cH:21]2)[c:6](-[c:8]2[cH:9][cH:10][c:11]([O:14][CH3:15])[cH:12][cH:13]2)[n:7]1>>[NH2:1][c:2]1[cH:3][n:4][c:5](-[c:16]2[cH:17][n:18]([CH:23]([CH3:24])[CH3:25])[c:19](=[O:22])[cH:20][cH:21]2)[c:6](-[c:8]2[cH:9][cH:10][c:11]([O:14][CH3:15])[cH:12][cH:13]2)[n:7]1. Starting materials: C1(=CC=CC=C1)SC(C(C)=O)=NNC1=CC=C(C=C1)OC (1-[(phenyl)thio]-1-[(4-methoxyphenyl)hydrazono]-2-propanone), C(C)OC(CC#N)=O (ethylcyanoacetate), C(C)(=O)[O-].[NH4+] (ammonium acetate). Solvent: CCO (EtOH). Product: C1(=CC=CC=C1)SC=1C(=C(C(N(N1)C1=CC=C(C=C1)OC)=O)C#N)C (6-[(phenyl)thio]- 2,3-dihydro-2-(4-methoxyphenyl)-5-methyl-3-oxo-4-pyridazinecarbonitrile). As a reaction SMILES: [C:1]1([S:7][C:8](=[N:12][NH:13][C:14]2[CH:19]=[CH:18][C:17]([O:20][CH3:21])=[CH:16][CH:15]=2)[C:9](=O)[CH3:10])[CH:6]=[CH:5][CH:4]=[CH:3][CH:2]=1.C(O[C:25](=[O:29])[CH2:26][C:27]#[N:28])C.C([O-])(=O)C.[NH4+]>CCO>[C:1]1([S:7][C:8]2[C:9]([CH3:10])=[C:26]([C:27]#[N:28])[C:25](=[O:29])[N:13]([C:14]3[CH:15]=[CH:16][C:17]([O:20][CH3:21])=[CH:18][CH:19]=3)[N:12]=2)[CH:6]=[CH:5][CH:4]=[CH:3][CH:2]=1 |f:2.3|. Procedure: The reaction of 429 mg of 1-[(phenyl)thio]-1-[(4-methoxyphenyl)hydrazono]-2-propanone, 375 ul of ethylcyanoacetate and 178 mg of ammonium acetate as in Example 55, yielded 165 mg of 6-[(phenyl)thio]- 2,3-dihydro-2-(4-methoxyphenyl)-5-methyl-3-oxo-4-pyridazinecarbonitrile, mp 179°-180° C. (EtOH). Reactants: O (water), OC1=CC=C(C=C1)C=1N=C2N(C=CC=C2)C1 (2-(4′-hydroxyphenyl)imidazo[1,2-a]pyridine), BrCCCF (1-bromo-3-fluoropropane), C([O-])([O-])=O.[K+].[K+] (potassium carbonate). The solvent is C(Cl)(Cl)Cl (chloroform), CN(C=O)C (N,N-dimethylformamide). Reaction conditions: time 20.5 hour. The product is FCCCOC1=CC=C(C=C1)C=1N=C2N(C=CC=C2)C1 (2-[4′-(3″-fluoropropoxy)phenyl]imidazo[1,2-a]pyridine). Isolated yield 51.9%. Reaction SMILES: [OH:1][C:2]1[CH:7]=[CH:6][C:5]([C:8]2[N:9]=[C:10]3[CH:15]=[CH:14][CH:13]=[CH:12][N:11]3[CH:16]=2)=[CH:4][CH:3]=1.C(=O)([O-])[O-].[K+].[K+].Br[CH2:24][CH2:25][CH2:26][F:27].O>CN(C)C=O.C(Cl)(Cl)Cl>[F:27][CH2:26][CH2:25][CH2:24][O:1][C:2]1[CH:3]=[CH:4][C:5]([C:8]2[N:9]=[C:10]3[CH:15]=[CH:14][CH:13]=[CH:12][N:11]3[CH:16]=2)=[CH:6][CH:7]=1 |f:1.2.3|. Procedure details: 398 mg (corresponding to 1.89 mmol) of 2-(4′-hydroxyphenyl)imidazo[1,2-a]pyridine was dissolved in 15 mL of N,N-dimethylformamide, and 788 mg (corresponding to 5.7 mmol) of potassium carbonate was added thereto. 260 μL (corresponding to 2.8 mmol) of 1-bromo-3-fluoropropane was added to the resulting mixture, and the mixture was stirred for 20.5 hours at room temperature. After the completion of the reaction, the reaction solution was poured into water and extracted three times with chloroform. T... Reactants: BrC1=C(SC=C1)C=O (3-bromo-thiophene-2-carbaldehyde), C1(=CC=CC=C1)CCC[Mg]Br (3-phenyl-propyl magnesium bromide). The product is BrC1=C(SC=C1)C(CCCC1=CC=CC=C1)O (1-(3-Bromo-thiophen-2-yl)-4-phenyl-butan-1-ol). As a reaction SMILES: [Br:1][C:2]1[CH:6]=[CH:5][S:4][C:3]=1[CH:7]=[O:8].[C:9]1([CH2:15][CH2:16][CH2:17][Mg]Br)[CH:14]=[CH:13][CH:12]=[CH:11][CH:10]=1>>[Br:1][C:2]1[CH:6]=[CH:5][S:4][C:3]=1[CH:7]([OH:8])[CH2:17][CH2:16][CH2:15][C:9]1[CH:14]=[CH:13][CH:12]=[CH:11][CH:10]=1. Procedure: Prepared according to the procedure described in Example 5, Step 1, using the following starting materials: 3-bromo-thiophene-2-carbaldehyde and 3-phenyl-propyl magnesium bromide.